From a dataset of the Open Reaction Database (ORD), a public repository of structured organic reaction records. describe an organic reaction: reactants, conditions, products, and yield Starting materials: [OH-].[K+] (potassium hydroxide), O (water), C(C)OC(CN(C=O)CCC(=O)OCC)=O (N-ethoxycarbonylethyl-N-formylglycine ethyl ester). The solvent is C(C)O (ethanol), C(C)O (ethanol). Reaction conditions: temperature 0 celsius, time 18 hour. Yields the product C(C)OC(=O)CCN(CC(=O)O)C=O (N-ethoxycarbonylethyl-N-formylglycine). Reaction SMILES: C([O:3][C:4](=[O:16])[CH2:5][N:6]([CH2:9][CH2:10][C:11]([O:13][CH2:14][CH3:15])=[O:12])[CH:7]=[O:8])C.[OH-].[K+].O>C(O)C>[CH2:14]([O:13][C:11]([CH2:10][CH2:9][N:6]([CH:7]=[O:8])[CH2:5][C:4]([OH:16])=[O:3])=[O:12])[CH3:15] |f:1.2|. Reported procedure: 115.5 g of N-ethoxycarbonylethyl-N-formylglycine ethyl ester are dissolved in 150 ml of ethanol, and the solution is cooled to 0° C. To it is then added dropwise a mixture of 28.0 g of potassium hydroxide, 60 ml of water and 120 ml of ethanol. The reaction mixture is stirred for 18 h at RT, and is subsequently concentrated by evaporation under reduced pressure. After the addition of a small amount of water, the mixture is acidified with concentrated hydrochloric acid to pH 1. By extraction with ... Reactants: C(C)C(=O)C (methyl ethyl ketone), COC(C1=C(C=C(O1)O)C)OC (5-hydroxy-methyl furfuraldehyde dimethyl acetal), [OH-].[Na+] (sodium hydroxide), C(Cl)C1CO1 (epichlorohydrin). Reaction conditions: time 30 minute. The product is COC(C1=CC=C(O1)COCC1CO1)OC (5-Glycidoxymethyl furfuraldehyde dimethyl acetal). As a reaction SMILES: [CH3:1][O:2][CH:3]([O:11][CH3:12])[C:4]1[O:8][C:7](O)=[CH:6][C:5]=1C.[OH-].[Na+].[CH2:15]([CH:17]1[O:19][CH2:18]1)Cl.C([C:22](C)=[O:23])C>>[CH3:12][O:11][CH:3]([O:2][CH3:1])[C:4]1[O:8][C:7]([CH2:22][O:23][CH2:15][CH:17]2[O:19][CH2:18]2)=[CH:6][CH:5]=1 |f:1.2|. Reported procedure: 5-Glycidoxymethyl furfuraldehyde dimethyl acetal was prepared by adding a total of 6.0 g (0.035 mole) of 5-hydroxy-methyl furfuraldehyde dimethyl acetal (HMFA) to 1.54 g sodium hydroxide (0.038 mole) in a 100 ml round bottom flask equipped with magnetic stir bar, reflux condenser, and nitrogen inlet. After stirring for 30 min., 3.89 g (0.042 mole) of epichlorohydrin in 50 ml. of methyl ethyl ketone was added quickly, and the reaction mixture was allowed to reflux overnight under an inert (nitrog... The reactants are CC(C)(C)[Si](C)(C)Oc1cccc(Br)c1, O=Cc1ccc(Br)cc1, [Li]CCCC, CCCCCC, C1CCOC1. Product: CC(C)(C)[Si](C)(C)Oc1cccc(C(O)c2ccc(Br)cc2)c1. RXN SMILES: [Br:1][c:2]1[cH:3][c:4]([O:5][Si:6]([CH3:7])([CH3:8])[C:9]([CH3:10])([CH3:11])[CH3:12])[cH:13][cH:14][cH:15]1.[Br:27][c:28]1[cH:29][cH:30][c:31]([CH:32]=[O:33])[cH:34][cH:35]1.[CH2:16]([Li:17])[CH2:18][CH2:19][CH3:20].[CH3:21][CH2:22][CH2:23][CH2:24][CH2:25][CH3:26].[O:36]1[CH2:37][CH2:38][CH2:39][CH2:40]1>>[c:2]1([CH:32]([c:31]2[cH:30][cH:29][c:28]([Br:27])[cH:35][cH:34]2)[OH:33])[cH:3][c:4]([O:5][Si:6]([CH3:7])([CH3:8])[C:9]([CH3:10])([CH3:11])[CH3:12])[cH:13][cH:14][cH:15]1. The reactants are C(=O)(O)[O-].[Na+] (NaHCO3), C(C)(C)(C)OC(=O)N1C(CN(CC1)C(=O)OC(C)(C)C)C(=O)NC=1C=CC(=C(C1)C1=NN2C(C(N1)=O)=C(N=C2C2CCCC2)C)OCC (2-[5-(1,4-Di-tert-butyloxycarbonyl-(±)-piperazine-2-carbonylamino)-2-ethoxyphenyl]-5-methyl-7-cyclopentyl-3H-imidazo[5,1-f][1,2,4]-triazin-4-one), FC(C(=O)O)(F)F (trifluoroacetic acid). The solvent is ClCCl (dichloromethane). Product: C(C)OC1=C(C=C(C=C1)NC(=O)C1NCCNC1)C1=NN2C(C(N1)=O)=C(N=C2C2CCCC2)C (2-[2-Ethoxy-5-((±)-piperazine-2-carbonylamino)phenyl]-5-methyl-7-cyclopentyl-3H-imidazo[5,1-f][1,2,4]-triazin-4-one). Reaction SMILES: C(OC([N:8]1[CH2:13][CH2:12][N:11](C(OC(C)(C)C)=O)[CH2:10][CH:9]1[C:21]([NH:23][C:24]1[CH:25]=[CH:26][C:27]([O:46][CH2:47][CH3:48])=[C:28]([C:30]2[NH:35][C:34](=[O:36])[C:33]3=[C:37]([CH3:45])[N:38]=[C:39]([CH:40]4[CH2:44][CH2:43][CH2:42][CH2:41]4)[N:32]3[N:31]=2)[CH:29]=1)=[O:22])=O)(C)(C)C.FC(F)(F)C(O)=O.C([O-])(O)=O.[Na+]>ClCCl>[CH2:47]([O:46][C:27]1[CH:26]=[CH:25][C:24]([NH:23][C:21]([CH:9]2[CH2:10][NH:11][CH2:12][CH2:13][NH:8]2)=[O:22])=[CH:29][C:28]=1[C:30]1[NH:35][C:34](=[O:36])[C:33]2=[C:37]([CH3:45])[N:38]=[C:39]([CH:40]3[CH2:44][CH2:43][CH2:42][CH2:41]3)[N:32]2[N:31]=1)[CH3:48] |f:2.3|. Reported procedure: 132 mg (0.198 mmol) of the compound from example 48 are treated with 5 ml of trifluoroacetic acid for 90 minutes the solution is then concentrated dichloromethane and 10% strength NaHCO3 solution are added to the residue and the organic phase is dried and concentrated under reduced pressure. Starting materials: CS(=O)(=O)O (methanesulfonic acid), CC(C)C[C@H]1C(=O)N2CCC[C@H]2[C@]3(N1C(=O)[C@](O3)(C)NC(=O)[C@H]4CN([C@@H]5CC6=CNC7=CC=CC(=C67)C5=C4)C)O (Ergosinine), C(C)OCC (diethylether). Solvent: C(C)O (ethanol). Product: CC(C)C[C@H]1C(=O)N2CCC[C@H]2[C@]3(N1C(=O)[C@](O3)(C)NC(=O)[C@H]4CN([C@H]5CC6=CNC7=CC=CC(=C67)C5=C4)C)O.CS(=O)(=O)O (Ergosinine methanesulfonate). Reaction SMILES: [CH3:1][CH:2]([CH2:4][C@@H:5]1[N:14]2[C:15]([C@@:17]([NH:20][C:21]([C@@H:23]3[CH:38]=[C:37]4[C@@H:26]([CH2:27][C:28]5[C:36]6[C:31](=[CH:32][CH:33]=[CH:34][C:35]=64)[NH:30][CH:29]=5)[N:25]([CH3:39])[CH2:24]3)=[O:22])([CH3:19])[O:18][C@@:13]2([OH:40])[C@H:12]2[N:8]([CH2:9][CH2:10][CH2:11]2)[C:6]1=[O:7])=[O:16])[CH3:3].[CH3:41][S:42]([OH:45])(=[O:44])=[O:43].C(OCC)C>C(O)C>[CH3:3][CH:2]([CH2:4][C@@H:5]1[N:14]2[C:15]([C@@:17]([NH:20][C:21]([C@@H:23]3[CH:38]=[C:37]4[C@H:26]([CH2:27][C:28]5[C:36]6[C:31](=[CH:32][CH:33]=[CH:34][C:35]=64)[NH:30][CH:29]=5)[N:25]([CH3:39])[CH2:24]3)=[O:22])([CH3:19])[O:18][C@@:13]2([OH:40])[C@H:12]2[N:8]([CH2:9][CH2:10][CH2:11]2)[C:6]1=[O:7])=[O:16])[CH3:1].[CH3:41][S:42]([OH:45])(=[O:44])=[O:43] |f:4.5|. Procedure: Ergosinine (5.48 g; 10 mmoles) was dissolved in absolute ethanol (60 ml), containing methanesulfonic acid (0.72 ml; 11 mmoles). The clear solution was poured into absolute diethylether (600 ml). The precipitated salt was filtered off and dried in vacuo. Ergosinine methanesulfonate (6.05 g; 98.7% of the theory) with a melting point of 190°-192° C. was obtained. The reactants are C(CCCCCCCCCC)C#N (undecyl cyanide), CCC(CO)N (DL-2-amino-1-butanol). The reagents and catalysts are O.O.C(C)(=O)[O-].[Cd+2].C(C)(=O)[O-] (cadmium acetate dihydrate). Solvent: C(CCC)O (1-butanol). Product: C(C)C1N=C(OC1)CCCCCCCCCCC (4-ethyl-2-undecyl-2-oxazoline). The yield is 89.6%. As a reaction SMILES: [CH2:1]([C:12]#[N:13])[CH2:2][CH2:3][CH2:4][CH2:5][CH2:6][CH2:7][CH2:8][CH2:9][CH2:10][CH3:11].[CH3:14][CH2:15][CH:16](N)[CH2:17][OH:18]>C(O)CCC.O.O.C([O-])(=O)C.[Cd+2].C([O-])(=O)C>[CH2:15]([CH:16]1[CH2:17][O:18][C:12]([CH2:1][CH2:2][CH2:3][CH2:4][CH2:5][CH2:6][CH2:7][CH2:8][CH2:9][CH2:10][CH3:11])=[N:13]1)[CH3:14] |f:3.4.5.6.7|. Reported procedure: 25 g (137.9 mmoles) of undecyl cyanide was treated with 15.2 ml (165 mmoles) of DL-2-amino-1-butanol in presence of 919 mg (3.54 mmoles) of cadmium acetate dihydrate in 1-butanol as outlined under Example 1. 31.31 g (89.6%) of product was obtained on distillation at 124°-125° C./1.2-1.4 mm Hg. The reactants are CC(C)(C)[Si](C)(C)Cl (TBDMSCl), CN(C=O)C (dimethylformamide), N1C=NC=C1 (imidazole), ClC1=C(C=C(C(=C1)Cl)I)O (2,4-dichloro-5-iodophenol). Run in O (Water). Conditions: time 4 hour. The product is C(C)(C)(C)[Si](C)(C)OC1=C(C=C(C(=C1)I)Cl)Cl (tert-butyl-(2,4-dichloro-5-iodophenoxy)-dimethyl-silane). Yield: 81.6%. Reaction SMILES: [CH3:1][C:2]([Si:5](Cl)([CH3:7])[CH3:6])([CH3:4])[CH3:3].CN(C)C=O.N1C=CN=C1.[Cl:19][C:20]1[CH:25]=[C:24]([Cl:26])[C:23]([I:27])=[CH:22][C:21]=1[OH:28]>O>[C:2]([Si:5]([O:28][C:21]1[CH:22]=[C:23]([I:27])[C:24]([Cl:26])=[CH:25][C:20]=1[Cl:19])([CH3:7])[CH3:6])([CH3:4])([CH3:3])[CH3:1]. Procedure details: TBDMSCl (5.22 g) was added to a dimethylformamide solution (50 mL) of imidazole (2.83 g) and 2,4-dichloro-5-iodophenol (10 g), which was synthesized according to the production method described in WO 2001/027088. The mixture was stirred at room temperature for 4 hours. Water (150 mL) was added and extracted with hexane (200 mL). The extract was then washed in succession twice with water (100 mL) and once with brine (100 mL), and was pre-dried over anhydrous sodium sulfate, and then filtered. The...